From a dataset of the Open Reaction Database (ORD), a public repository of structured organic reaction records. describe an organic reaction: reactants, conditions, products, and yield Starting materials: ClC=1C(=NC(=C(C1)F)C1=NN(C(=C1Cl)OC(F)F)C)O (3-chloro-6-(4-chloro-5-difluoromethoxy-1-methyl-[1H]-pyrazol-3-yl)-5-fluoropyridin-2-ol), C([O-])([O-])=O.[K+].[K+] (potassium carbonate), ClCC(=O)N (chloroacetamide). Run in ice water. Run at temperature 50 celsius, time 8 hour. Product: ClC=1C(=NC(=C(C1)F)C1=NN(C(=C1Cl)OC(F)F)C)OCC(=O)N (2-(3-Chloro-6-(4-chloro-5-difluoromethoxy-1-methyl-[1H]-pyrazol-3-yl)-5-fluoropyridin-2-yloxy)-acetamide). Isolated yield 86.0%. Reaction SMILES: [Cl:1][C:2]1[C:3]([OH:20])=[N:4][C:5]([C:9]2[C:13]([Cl:14])=[C:12]([O:15][CH:16]([F:18])[F:17])[N:11]([CH3:19])[N:10]=2)=[C:6]([F:8])[CH:7]=1.C(=O)([O-])[O-].[K+].[K+].Cl[CH2:28][C:29]([NH2:31])=[O:30]>>[Cl:1][C:2]1[C:3]([O:20][CH2:28][C:29]([NH2:31])=[O:30])=[N:4][C:5]([C:9]2[C:13]([Cl:14])=[C:12]([O:15][CH:16]([F:17])[F:18])[N:11]([CH3:19])[N:10]=2)=[C:6]([F:8])[CH:7]=1 |f:1.2.3|. Reported procedure: 20.0 g of 3-chloro-6-(4-chloro-5-difluoromethoxy-1-methyl-[1H]-pyrazol-3-yl)-5-fluoropyridin-2-ol (Example P27) are placed together with 18.9 g of potassium carbonate and 6.4 g of chloroacetamide at 22° C. and the mixture is stirred overnight at 50° C. The next day, the mixture is cooled to 22° C. and then introduced into 2 liters of ice-water. After subsequently stirring for 10 minutes at 22° C., the resulting slurry is filtered. The filtration residue is washed with cold water and then dried i... Reactants: ClC(CC1=C(C=CC=C1)NC(C(C)(C)C)=O)C1=CC=CC=C1 (N-[2-(2-chloro-2-phenylethyl)phenyl]-2,2-dimethylpropanamide), CN (monomethyl amine). Run in CC(C)O (2-propanol). Conditions: temperature 80 celsius, time 1 hour. Yields the product CNC(CC1=C(C=CC=C1)NC(C(C)(C)C)=O)C1=CC=CC=C1 (N-[2-(2-methylamino-2-phenylethyl)phenyl]-2,2-dimethylpropanamide). RXN SMILES: Cl[CH:2]([C:17]1[CH:22]=[CH:21][CH:20]=[CH:19][CH:18]=1)[CH2:3][C:4]1[CH:9]=[CH:8][CH:7]=[CH:6][C:5]=1[NH:10][C:11](=[O:16])[C:12]([CH3:15])([CH3:14])[CH3:13].[CH3:23][NH2:24]>CC(O)C>[CH3:23][NH:24][CH:2]([C:17]1[CH:22]=[CH:21][CH:20]=[CH:19][CH:18]=1)[CH2:3][C:4]1[CH:9]=[CH:8][CH:7]=[CH:6][C:5]=1[NH:10][C:11](=[O:16])[C:12]([CH3:15])([CH3:14])[CH3:13]. Procedure details: N-[2-(2-chloro-2-phenylethyl)phenyl]-2,2-dimethylpropanamide (1.0 g, 3.17 mol) was reacted with monomethyl amine (7 g of 40% aqueous solution) in 2-propanol (3 g). The mixture was heated to 80° C. and stirred for 1 hour. Formation of product was indicated by TLC (silica gel/70 ethyl acetate/30 methanol).